This data is from the Open Reaction Database (ORD), a public repository of structured organic reaction records. The task is: describe an organic reaction: reactants, conditions, products, and yield The reactants are CC1(C(=O)O)COC1, Cl, NC1CCC(CCN2CCC(c3cccc4c3OCO4)CC2)CC1. The product is CC1(C(=O)NC2CCC(CCN3CCC(c4cccc5c4OCO5)CC3)CC2)COC1. As a reaction SMILES: [CH3:26][C:27]1([C:31](=[O:32])[OH:33])[CH2:28][O:29][CH2:30]1.[ClH:1].[O:2]1[CH2:3][O:4][c:5]2[c:6]1[cH:7][cH:8][cH:9][c:10]2[CH:11]1[CH2:12][CH2:13][N:14]([CH2:17][CH2:18][CH:19]2[CH2:20][CH2:21][CH:22]([NH2:25])[CH2:23][CH2:24]2)[CH2:15][CH2:16]1>>[O:2]1[CH2:3][O:4][c:5]2[c:6]1[cH:7][cH:8][cH:9][c:10]2[CH:11]1[CH2:12][CH2:13][N:14]([CH2:17][CH2:18][CH:19]2[CH2:20][CH2:21][CH:22]([NH:25][C:31]([C:27]3([CH3:26])[CH2:28][O:29][CH2:30]3)=[O:32])[CH2:23][CH2:24]2)[CH2:15][CH2:16]1.